From a dataset of the Open Reaction Database (ORD), a public repository of structured organic reaction records. describe an organic reaction: reactants, conditions, products, and yield Yields the product COC(=O)c1ccccc1S(=O)(=O)NC(=O)Nc1nc(Cl)cn(C)c1=O. The reactants are COC(=O)c1ccccc1S(=O)(=O)N=C=O, ClCCCl, Cn1cc(Cl)nc(N)c1=O. As a reaction SMILES: [C:11](=[O:12])([O:13][CH3:14])[c:15]1[c:16]([S:21](=[O:22])(=[O:23])[N:24]=[C:25]=[O:26])[cH:17][cH:18][cH:19][cH:20]1.[Cl:27][CH2:28][CH2:29][Cl:30].[NH2:1][c:2]1[c:3](=[O:10])[n:4]([CH3:9])[cH:5][c:6]([Cl:8])[n:7]1>>[NH:1]([c:2]1[c:3](=[O:10])[n:4]([CH3:9])[cH:5][c:6]([Cl:8])[n:7]1)[C:25]([NH:24][S:21]([c:16]1[c:15]([C:11](=[O:12])[O:13][CH3:14])[cH:20][cH:19][cH:18][cH:17]1)(=[O:22])=[O:23])=[O:26]. Reactants: COC1=CC=C(CC2=CC3=C(C=C2O)OCO3)C=C1 (6-(4-methoxybenzyl)-3,4-methylenedioxyphenol), C1=CC=CC=C1 (benzene). Product: COC1=CC=C(CC2=CC3=C(C=C2OC)OCO3)C=C1 ((4-Methoxybenzyl)-3,4-methylenedioxy-6-methoxybenzene). As a reaction SMILES: [CH3:1][O:2][C:3]1[CH:19]=[CH:18][C:6]([CH2:7][C:8]2[C:13]([OH:14])=[CH:12][C:11]3[O:15][CH2:16][O:17][C:10]=3[CH:9]=2)=[CH:5][CH:4]=1.[CH:20]1C=CC=CC=1>>[CH3:1][O:2][C:3]1[CH:4]=[CH:5][C:6]([CH2:7][C:8]2[C:13]([O:14][CH3:20])=[CH:12][C:11]3[O:15][CH2:16][O:17][C:10]=3[CH:9]=2)=[CH:18][CH:19]=1. Reported procedure: (4-Methoxybenzyl)-3,4-methylenedioxy-6-methoxybenzene was prepared from 6-(4-methoxybenzyl)-3,4-methylenedioxyphenol (L. Jurd, Tetrahedron, Vol. 33, pp. 163-168 (1977)) by methylation as described above in H. Colorless prisms were obtained from benzene-solve F, m.p. 56°-57° (Found: C, 70.5; H, 5.95. Calc. for C16H16O4 : C, 70.6; H, 5.92%); pmr spectrum: δ3.74, 3H, S; δ3.77, 3H, S; δ3.82, 2H, S; δ5.85, 2H, S; δ6.52, 1H, S; δ6.55, 1H, S; δ6.80, 2H, D (J=9 Hz); δ7.11, 2H, D (J=9 Hz). Starting materials: N(N)C1=CC(N(C(N1CC(C)C)=O)C)=O (6-hydrazino-1-isobutyl-3-methylpyrimidine-2,4(1H,3H)-dione), C(=O)C1=CNC2=CC=C(C=C12)C#N (3-formyl-1H-indole-5-carbonitrile), C(=O)C1=CC(=CN1C)C(=O)OC (methyl 5-formyl-1-methyl-1H-pyrrole-3-carboxylate). Yields the product C(#N)C=1C=C2C(=CNC2=CC1)CN1N=C2N(C(N(C(C2=C1C1=CC(=CN1C)C(=O)OC)=O)C)=O)CC(C)C (methyl 5-{2-[(5-cyano-1H-indol-3-yl)methyl]-7-isobutyl-5-methyl-4,6-dioxo-4,5,6,7-tetrahydro-2H-pyrazolo[3,4-d]pyrimidin-3-yl}-1-methyl-1H-pyrrole-3-carboxylate). RXN SMILES: [NH:1]([C:3]1[N:8]([CH2:9][CH:10]([CH3:12])[CH3:11])[C:7](=[O:13])[N:6]([CH3:14])[C:5](=[O:15])[CH:4]=1)[NH2:2].[CH:16]([C:18]1[C:26]2[C:21](=[CH:22][CH:23]=[C:24]([C:27]#[N:28])[CH:25]=2)[NH:20][CH:19]=1)=O.[CH:29]([C:31]1[N:35]([CH3:36])[CH:34]=[C:33]([C:37]([O:39][CH3:40])=[O:38])[CH:32]=1)=O>>[C:27]([C:24]1[CH:25]=[C:26]2[C:21](=[CH:22][CH:23]=1)[NH:20][CH:19]=[C:18]2[CH2:16][N:2]1[C:29]([C:31]2[N:35]([CH3:36])[CH:34]=[C:33]([C:37]([O:39][CH3:40])=[O:38])[CH:32]=2)=[C:4]2[C:3]([N:8]([CH2:9][CH:10]([CH3:11])[CH3:12])[C:7](=[O:13])[N:6]([CH3:14])[C:5]2=[O:15])=[N:1]1)#[N:28]. Procedure details: This compound was made following the procedure described above, starting with 6-hydrazino-1-isobutyl-3-methylpyrimidine-2,4(1H,3H)-dione, and condensing first with 3-formyl-1H-indole-5-carbonitrile, followed by methyl 5-formyl-1-methyl-1H-pyrrole-3-carboxylate. Mass: 514.05 (M+H). Reactants: CC1(OB(OC1(C)C)C=1C=C2C(=NC1)NC=C2)C (5-(4,4,5,5-Tetramethyl-[1,3,2]dioxaborolan-2-yl)-1H-pyrrolo[2,3-b]pyridine), BrC=1C=CC(=NC1)C#CCOC (5-bromo-2-(3-methoxy-prop-1-ynyl)-pyridine), O (water), C(C)(=O)OCC (Ethyl acetate), O (water). The reagents and catalysts are C=1C=CC(=CC1)[P](C=2C=CC=CC2)(C=3C=CC=CC3)[Pd]([P](C=4C=CC=CC4)(C=5C=CC=CC5)C=6C=CC=CC6)([P](C=7C=CC=CC7)(C=8C=CC=CC8)C=9C=CC=CC9)[P](C=1C=CC=CC1)(C=1C=CC=CC1)C=1C=CC=CC1 (tetrakis(triphenylphosphine)palladium(0)). The solvent is C([O-])([O-])=O.[K+].[K+] (potassium carbonate), O1CCCC1 (tetrahydrofuran). Conditions: temperature 80 celsius. The product is COCC#CC1=CC=C(C=N1)C=1C=C2C(=NC1)NC=C2 (5-[6-(3-methoxy-prop-1-ynyl)-pyridin-3-yl]-1H-pyrrolo[2,3-b]pyridine). Isolated yield 78.9%. As a reaction SMILES: CC1(C)C(C)(C)OB([C:9]2[CH:10]=[C:11]3[CH:17]=[CH:16][NH:15][C:12]3=[N:13][CH:14]=2)O1.Br[C:20]1[CH:21]=[CH:22][C:23]([C:26]#[C:27][CH2:28][O:29][CH3:30])=[N:24][CH:25]=1.O.C(OCC)(=O)C>C(=O)([O-])[O-].[K+].[K+].O1CCCC1.C1C=CC([P]([Pd]([P](C2C=CC=CC=2)(C2C=CC=CC=2)C2C=CC=CC=2)([P](C2C=CC=CC=2)(C2C=CC=CC=2)C2C=CC=CC=2)[P](C2C=CC=CC=2)(C2C=CC=CC=2)C2C=CC=CC=2)(C2C=CC=CC=2)C2C=CC=CC=2)=CC=1>[CH3:30][O:29][CH2:28][C:27]#[C:26][C:23]1[N:24]=[CH:25][C:20]([C:9]2[CH:10]=[C:11]3[CH:17]=[CH:16][NH:15][C:12]3=[N:13][CH:14]=2)=[CH:21][CH:22]=1 |f:4.5.6,^1:52,54,73,92|. Reported procedure: 5-(4,4,5,5-Tetramethyl-[1,3,2]dioxaborolan-2-yl)-1H-pyrrolo[2,3-b]pyridine (37, 0.998 g, 4.09 mmol), 5-bromo-2-(3-methoxy-prop-1-ynyl)-pyridine (42, 0.616 g, 2.72 mmol), and tetrakis(triphenylphosphine)palladium(0) (0.157 g, 0.136 mmol) were mixed in 8.2 mL of 1.00 M potassium carbonate in water (8.2 mmol) and 22 mL of tetrahydrofuran. The resulting mixture was heated at 80° C. Ethyl acetate and water were added, and the two layers were separated. The aqueous layer was extracted with ethyl aceta... Starting materials: N[C@H](CC(=O)OC(C)(C)C)C[C@@H](CCCC)C ((3S,5R)-3-amino-5-methyl-nonanoic acid, tert-butyl ester), Cl (HCl). Yields the product Cl.N[C@H](CC(=O)O)C[C@@H](CCCC)C ((3S,5R)-3-Amino-5-methyl-nonanoic acid hydrochloride). As a reaction SMILES: [NH2:1][C@@H:2]([CH2:11][C@H:12]([CH3:17])[CH2:13][CH2:14][CH2:15][CH3:16])[CH2:3][C:4]([O:6]C(C)(C)C)=[O:5].[ClH:18]>>[ClH:18].[NH2:1][C@@H:2]([CH2:11][C@H:12]([CH3:17])[CH2:13][CH2:14][CH2:15][CH3:16])[CH2:3][C:4]([OH:6])=[O:5] |f:2.3|. Procedure details: A mixture of (3S,5R)-3-amino-5-methyl-nonanoic acid, tert-butyl ester (1.50 g, 6.16 mmol) in 3N HCl (100 mL) was heated at reflux for 3 hours, filtered hot over Celite, and concentrated to 30 mL in vacuo. The resulting crystals were collected, washed with additional 3N HCl, and dried to provide the title compound, mp 142.5–143.3° C. Additional crops were obtained from the filtrate to provide 1.03 g (70.4%). 1HNMR (400 MHz; CD3OD) δ=0.91(t, 3H, J=6.84 Hz), 0.92(d, 3H, J=6.35 Hz), 1.16–1.26(m, 1H)... Reactants: OCCC1SC2=C(N(C1=O)C)C=CC=C2 (2-(2-hydroxyethyl)-4-methyl-2H-1,4-benzothiazin-3(4H)-one), S(=O)(Cl)Cl (thionyl chloride). Solvent: ClCCl (dichloromethane). The product is ClCCC1SC2=C(N(C1=O)C)C=CC=C2 (2-(2-chloroethyl)-4-methyl-2H-1,4-benzothiazin-3(4H)-one). The yield is 95.3%. RXN SMILES: O[CH2:2][CH2:3][CH:4]1[C:9](=[O:10])[N:8]([CH3:11])[C:7]2[CH:12]=[CH:13][CH:14]=[CH:15][C:6]=2[S:5]1.S(Cl)([Cl:18])=O>ClCCl>[Cl:18][CH2:2][CH2:3][CH:4]1[C:9](=[O:10])[N:8]([CH3:11])[C:7]2[CH:12]=[CH:13][CH:14]=[CH:15][C:6]=2[S:5]1. Reported procedure: To a solution of 4.90 g of 2-(2-hydroxyethyl)-4-methyl-2H-1,4-benzothiazin-3(4H)-one in 20 ml of dichloromethane, was added dropwise 5 ml of thionyl chloride with stirring at room temperature. The mixture was stirred for one hour and then concentrated. The concentrate was subjected to a column chromatography on silica-gel (35 g). From the eluate with hexane-ethyl acetate (4:1, v/v) was obtained 5.05 g (95.3%) of 2-(2-chloroethyl)-4-methyl-2H-1,4-benzothiazin-3(4H)-one as an oily substance. Starting materials: FC=1C=C(C(=CC1)C1=CC(=CC=C1)[N+](=O)[O-])C#N (4-Fluoro-3′-nitrobiphenyl-2-carbonitrile), [Sn](Cl)Cl (tin(II) chloride). Run in O1CCCC1 (tetrahydrofuran), C(C)O (ethanol). Yields the product NC=1C=C(C=CC1)C=1C(=CC(=CC1)F)C#N (3′-amino-4-fluorobiphenyl-2-carbonitrile). Reaction SMILES: [F:1][C:2]1[CH:3]=[C:4]([C:17]#[N:18])[C:5]([C:8]2[CH:13]=[CH:12][CH:11]=[C:10]([N+:14]([O-])=O)[CH:9]=2)=[CH:6][CH:7]=1.[Sn](Cl)Cl>C(O)C.O1CCCC1>[NH2:14][C:10]1[CH:9]=[C:8]([C:5]2[C:4]([C:17]#[N:18])=[CH:3][C:2]([F:1])=[CH:7][CH:6]=2)[CH:13]=[CH:12][CH:11]=1. Procedure: 4-Fluoro-3′-nitrobiphenyl-2-carbonitrile was reduced by treatment with tin(II) chloride in ethanol and tetrahydrofuran to give 3′-amino-4-fluorobiphenyl-2-carbonitrile as a brown solid: δH (360 MHz, CDCl3) 6.76 (1H, ddd, J 8, 2 and 2), 6.80 (1H, dd, J 2 and 2), 6.87 (1H, ddd, J 8, 1 and 1), 7.27 (1H, dd, J 8 and 8), 7.35 (1H, ddd, J 8, 8 and 3), 7.41-7.51 (2H, m).